From a dataset of the Open Reaction Database (ORD), a public repository of structured organic reaction records. describe an organic reaction: reactants, conditions, products, and yield The reactants are C(C)(C)(C)OC(NCC=1N(C(C2=CC=C(C=C2C1OCCCC)N)=O)CC(C)C)=O (tert-butyl(6-amino-4-butoxy-2-isobutyl-1-oxo-1,2-dihydro-3-isoquinolinyl)methylcarbamate), COC1OC(CC1)OC (2,5-dimethoxytetrahydrofuran), O (water). Solvent: C(C)(=O)O (acetic acid). The product is C(C)(C)(C)OC(NCC=1N(C(C2=CC=C(C=C2C1OCCCC)N1C=CC=C1)=O)CC(C)C)=O (tert-butyl[4-butoxy-2-isobutyl-1-oxo-6-(1H-pyrrol-1-yl)-1,2-dihydro-3-isoquinolinyl]methylcarbamate). Isolated yield 66.3%. As a reaction SMILES: [C:1]([O:5][C:6](=[O:30])[NH:7][CH2:8][C:9]1[N:10]([CH2:26][CH:27]([CH3:29])[CH3:28])[C:11](=[O:25])[C:12]2[C:17]([C:18]=1[O:19][CH2:20][CH2:21][CH2:22][CH3:23])=[CH:16][C:15]([NH2:24])=[CH:14][CH:13]=2)([CH3:4])([CH3:3])[CH3:2].CO[CH:33]1[CH2:37][CH2:36][CH:35](OC)O1.O>C(O)(=O)C>[C:1]([O:5][C:6](=[O:30])[NH:7][CH2:8][C:9]1[N:10]([CH2:26][CH:27]([CH3:29])[CH3:28])[C:11](=[O:25])[C:12]2[C:17]([C:18]=1[O:19][CH2:20][CH2:21][CH2:22][CH3:23])=[CH:16][C:15]([N:24]1[CH:33]=[CH:37][CH:36]=[CH:35]1)=[CH:14][CH:13]=2)([CH3:4])([CH3:2])[CH3:3]. Reported procedure: A solution of tert-butyl(6-amino-4-butoxy-2-isobutyl-1-oxo-1,2-dihydro-3-isoquinolinyl)methylcarbamate (0.41 g, 1 mmol) and 2,5-dimethoxytetrahydrofuran (0.19 ml, 1.5 mmol) in acetic acid (10 ml) was stirred at 80° C. for 2 h. The reaction mixture was poured into water and extracted with ethyl acetate. The extract was washed with brine, dried over anhydrous magnesium sulfate and concentrated under reduced pressure. The residue was purified by silica gel column chromatography to give tert-butyl[4... The reactants are O (Water), CN1CCN(CC1)C1=CC=C(C=N1)NC(OCC(Cl)(Cl)Cl)=O (2,2,2-trichloroethyl [6-(4-methylpiperazin-1-yl)pyridin-3-yl]carbamate), C1(=CC=CC=C1)C1=NSC(=N1)N1CCNCC1 (1-(3-phenyl-1,2,4-thiadiazol-5-yl)piperazine), C(C)(C)N(CC)C(C)C (diisopropylethylamine). Solvent: CS(=O)C (dimethyl sulfoxide). The product is CN1CCN(CC1)C1=CC=C(C=N1)NC(=O)N1CCN(CC1)C1=NC(=NS1)C1=CC=CC=C1 (N-[6-(4-Methylpiperazin-1-yl)pyridin-3-yl]-4-(3-phenyl-1,2,4-thiadiazol-5-yl)piperazine-1-carboxamide). Yield: 10.3%. Reaction SMILES: [CH3:1][N:2]1[CH2:7][CH2:6][N:5]([C:8]2[N:13]=[CH:12][C:11]([NH:14][C:15](=[O:22])OCC(Cl)(Cl)Cl)=[CH:10][CH:9]=2)[CH2:4][CH2:3]1.[C:23]1([C:29]2[N:33]=[C:32]([N:34]3[CH2:39][CH2:38][NH:37][CH2:36][CH2:35]3)[S:31][N:30]=2)[CH:28]=[CH:27][CH:26]=[CH:25][CH:24]=1.C(N(C(C)C)CC)(C)C.O>CS(C)=O>[CH3:1][N:2]1[CH2:3][CH2:4][N:5]([C:8]2[N:13]=[CH:12][C:11]([NH:14][C:15]([N:37]3[CH2:38][CH2:39][N:34]([C:32]4[S:31][N:30]=[C:29]([C:23]5[CH:28]=[CH:27][CH:26]=[CH:25][CH:24]=5)[N:33]=4)[CH2:35][CH2:36]3)=[O:22])=[CH:10][CH:9]=2)[CH2:6][CH2:7]1. Reported procedure: A mixed solution of 2,2,2-trichloroethyl [6-(4-methylpiperazin-1-yl)pyridin-3-yl]carbamate (271 mg, 0.738 mmol), 1-(3-phenyl-1,2,4-thiadiazol-5-yl)piperazine (200 mg, 0.812 mmol) and diisopropylethylamine (0.129 ml, 0.738 mmol) in dimethyl sulfoxide (2.5 ml) was stirred at 70° C. for 1 day. Water was poured to the reaction mixture, and the resulting solution was extracted with ethyl acetate. The extract was washed with water and dried over anhydrous magnesium sulfate, and the solvent was distill...